Dataset: the Open Reaction Database (ORD), a public repository of structured organic reaction records. Task: describe an organic reaction: reactants, conditions, products, and yield Starting materials: [OH-].[Na+] (sodium hydroxide), NCC(=O)O (glycine), Cl (hydrochloric acid), ClCC1=C(C(=O)Cl)C=CC=C1 (chloromethylbenzoyl chloride), C(C)#N (acetonitrile), NCC(=O)O (glycine), NCC(=O)O (glycine), NCC(=O)O (Glycine), [OH-].[Na+] (sodium hydroxide), C(C)#N (acetonitrile). The solvent is O (water), O (water). Reaction conditions: temperature 10 celsius. Yields the product ClCN(CC(=O)O)C(C1=CC=CC=C1)=O (Chloromethylbenzoylglycine). Reaction SMILES: [NH2:1][CH2:2][C:3]([OH:5])=O.[OH-:6].[Na+].ClC[C:10]1[CH:18]=[CH:17][CH:16]=[CH:15][C:11]=1[C:12](Cl)=[O:13].[ClH:19].[C:20](#N)C>O>[Cl:19][CH2:20][N:1]([C:12](=[O:13])[C:11]1[CH:15]=[CH:16][CH:17]=[CH:18][CH:10]=1)[CH2:2][C:3]([OH:5])=[O:6] |f:1.2|. Procedure: Glycine (3 g) was dissolved in a mixture of water (20 g), acetonitrile (10 g), and sodium hydroxide (2 g), and the solution was cooled to 10° C., to thereby prepare a glycine solution. Separately, chloromethylbenzoyl chloride (8 g) was dissolved in acetonitrile (20 g), and the solution was cooled to 10° C. The liquid was added dropwise to the glycine solution over 2 hours. Simultaneously a solution of sodium hydroxide (2 g) in water (20 g) was added dropwise to the glycine solution over 2 hours....